This data is from the Open Reaction Database (ORD), a public repository of structured organic reaction records. The task is: describe an organic reaction: reactants, conditions, products, and yield Starting materials: FC=1C=C(C=CC1S(=O)(=O)C)C1=C(N=C(S1)NC(=O)N)C ([5-(3-Fluoro-4-methanesulfonyl-phenyl)-4-methyl-thiazol-2-yl]-urea), O1CCOCC1 (dioxane), CN(C)C=O (DMF), hydrochloride salt, C(C)C1=CN=C(O1)CCN (2-(5-Ethyl-oxazol-2-yl)-ethylamine). The solvent is C(C)N(CC)CC (triethylamine). Yields the product C(C)C1=CN=C(O1)CCNC(=O)NC=1SC(=C(N1)C)C1=CC(=C(C=C1)S(=O)(=O)C)F (1-[2-(5-Ethyl-oxazol-2-yl)-ethyl]-3-[5-(3-fluoro-4-methanesulfonyl-phenyl)-4-methyl-thiazol-2-yl]-urea). As a reaction SMILES: [F:1][C:2]1[CH:3]=[C:4]([C:12]2[S:16][C:15]([NH:17][C:18]([NH2:20])=[O:19])=[N:14][C:13]=2[CH3:21])[CH:5]=[CH:6][C:7]=1[S:8]([CH3:11])(=[O:10])=[O:9].[CH2:22]([C:24]1[O:28][C:27]([CH2:29][CH2:30]N)=[N:26][CH:25]=1)[CH3:23].O1CCOCC1.CN(C=O)C>C(N(CC)CC)C>[CH2:22]([C:24]1[O:28][C:27]([CH2:29][CH2:30][NH:20][C:18]([NH:17][C:15]2[S:16][C:12]([C:4]3[CH:5]=[CH:6][C:7]([S:8]([CH3:11])(=[O:9])=[O:10])=[C:2]([F:1])[CH:3]=3)=[C:13]([CH3:21])[N:14]=2)=[O:19])=[N:26][CH:25]=1)[CH3:23]. Reported procedure: The title compound is prepared by the same procedure as -[5-(3-fluoro-4-methanesulfonyl-phenyl)-4-Methyl-thiazol-2-yl]-urea (Example 177) by replacing ammonia (part 177b) with the hydrochloride salt of 2-(5-Ethyl-oxazol-2-yl)-ethylamine (details of preparation procedure follows below), by replacing dioxane with DMF and by using triethylamine as a base. Reactants: BrC1=CC=C2C(=CNC2=C1)CC(=O)N=C(NCC1=CC(=C(C(=C1)Cl)NC(C)=O)Cl)N (N-(4-{N′-[2-(6-Bromo-1H-indol-3-yl)-acetyl]-guanidinomethyl}-2,6-dichloro-phenyl)-acetamide), BrC=1C=C2C(=C(NC2=CC1)C(NC(C)(C)C)=O)CC(=O)O (2-(5-bromo-2-(tert-butylcarbamoyl)-1H-indol-3-yl)acetic acid), ( A ). Yields the product C(C)(C)(C)NC(=O)C=1NC2=CC=C(C=C2C1CC(=O)NC(=NCC1=CC(=C(C(=C1)Cl)NC(C)=O)Cl)N)Br (3-{2-[N′-(4-Acetylamino-3,5-dichloro-benzyl)-guanidino]-2-oxo-ethyl}-5-bromo-1H-indole-2-carboxylic acid tert-butylamide). RXN SMILES: BrC1C=C2C(C(CC([N:14]=[C:15]([NH2:30])[NH:16][CH2:17][C:18]3[CH:23]=[C:22]([Cl:24])[C:21]([NH:25][C:26](=[O:28])[CH3:27])=[C:20]([Cl:29])[CH:19]=3)=O)=CN2)=CC=1.[Br:31][C:32]1[CH:33]=[C:34]2[C:38](=[CH:39][CH:40]=1)[NH:37][C:36]([C:41](=[O:47])[NH:42][C:43]([CH3:46])([CH3:45])[CH3:44])=[C:35]2[CH2:48][C:49]([OH:51])=O>>[C:43]([NH:42][C:41]([C:36]1[NH:37][C:38]2[C:34]([C:35]=1[CH2:48][C:49]([NH:30][C:15]([NH2:14])=[N:16][CH2:17][C:18]1[CH:19]=[C:20]([Cl:29])[C:21]([NH:25][C:26](=[O:28])[CH3:27])=[C:22]([Cl:24])[CH:23]=1)=[O:51])=[CH:33][C:32]([Br:31])=[CH:40][CH:39]=2)=[O:47])([CH3:44])([CH3:46])[CH3:45]. Reported procedure: In a manner similar to that used in the preparation of the compound of example 1, but using 2-(5-bromo-2-(tert-butylcarbamoyl)-1H-indol-3-yl)acetic acid (preparation I) in step 24 (A), the title compound was prepared. 1H-NMR (500 MHz, CD3OD) δ ppm 1.51 (s, 9 H) 2.20 (s, 3 H) 4.13 (s, 2 H) 4.54 (s, 2 H) 7.37 (m, 4 H) 7.84 (s, 1 H). The reactants are C(C)(C)(C)OC(=O)N1[C@@H](C[C@H](C1)O[Si](C)(C)C(C)(C)C)CCOC1=C(C=C(C=C1)F)CCC1=CC=CC=C1 ((2R,4R)-1-t-butoxycarbonyl-4-t-butyldimethylsilyloxy-2-{2-[4-fluoro-2-(2-phenylethyl)phenoxy]ethyl}pyrrolidine), [F-].C(CCC)[N+](CCCC)(CCCC)CCCC (tetrabutylammonium fluoride). Solvent: O1CCCC1 (tetrahydrofuran). Reaction conditions: time 0.5 hour. Yields the product C(C)(C)(C)OC(=O)N1[C@@H](C[C@H](C1)O)CCOC1=C(C=C(C=C1)F)CCC1=CC=CC=C1 ((2R,4R)-1-t-Butoxycarbonyl-2-{2-[4-fluoro-2-(2-phenylethyl)phenoxy]ethyl}-4-hydroxypyrrolidine). Isolated yield 94.7%. As a reaction SMILES: [C:1]([O:5][C:6]([N:8]1[CH2:12][C@H:11]([O:13][Si](C(C)(C)C)(C)C)[CH2:10][C@H:9]1[CH2:21][CH2:22][O:23][C:24]1[CH:29]=[CH:28][C:27]([F:30])=[CH:26][C:25]=1[CH2:31][CH2:32][C:33]1[CH:38]=[CH:37][CH:36]=[CH:35][CH:34]=1)=[O:7])([CH3:4])([CH3:3])[CH3:2].[F-].C([N+](CCCC)(CCCC)CCCC)CCC>O1CCCC1>[C:1]([O:5][C:6]([N:8]1[CH2:12][C@H:11]([OH:13])[CH2:10][C@H:9]1[CH2:21][CH2:22][O:23][C:24]1[CH:29]=[CH:28][C:27]([F:30])=[CH:26][C:25]=1[CH2:31][CH2:32][C:33]1[CH:38]=[CH:37][CH:36]=[CH:35][CH:34]=1)=[O:7])([CH3:4])([CH3:2])[CH3:3] |f:1.2|. Procedure details: 1490 mg of (2R,4R)-1-t-butoxycarbonyl-4-t-butyldimethylsilyloxy-2-{2-[4-fluoro-2-(2-phenylethyl)phenoxy]ethyl}pyrrolidine [prepared as described in Example 5(a)] were dissolved in 15 ml of tetrahydrofuran, and then 0.79 ml of tetrabutylammonium fluoride were added to the resulting solution. The resulting mixture was then stirred at room temperature for 0.5 hours. At the end of this time, the reaction solution was concentrated by evaporation under reduced pressure, and the resulting concentrated ... Reactants: C(\C=C/C(=O)O)(=O)O (maleic acid), C(=O)=O (carbon dioxide), C([O-])([O-])=O.C(CCC)[P+](C)(CCCC)CCCC.C(CCC)[P+](CCCC)(CCCC)C (tri-n-butylmethylphosphonium carbonate). Solvent: O (water), O (water). Conditions: time 2 hour. Yields the product C(CCC)P(CCCC)CCCC (tri-n-butylphosphine), C(\C=C/C(=O)[O-])(=O)[O-].C(CCC)[P+](C)(CCCC)CCCC.C(CCC)[P+](CCCC)(CCCC)C (tri-n-butylmethylphosphonium monomaleate). Reaction SMILES: C(=O)([O-])[O-].[CH2:5]([P+:9]([CH2:15][CH2:16][CH2:17][CH3:18])([CH2:11][CH2:12][CH2:13][CH3:14])[CH3:10])[CH2:6][CH2:7][CH3:8].[CH2:19]([P+:23]([CH3:32])([CH2:28][CH2:29][CH2:30][CH3:31])[CH2:24][CH2:25][CH2:26][CH3:27])[CH2:20][CH2:21][CH3:22].[C:33]([OH:40])(=[O:39])/[CH:34]=[CH:35]\[C:36]([OH:38])=[O:37].C(=O)=O>O>[CH2:15]([P:9]([CH2:5][CH2:6][CH2:7][CH3:8])[CH2:11][CH2:12][CH2:13][CH3:14])[CH2:16][CH2:17][CH3:18].[C:33]([O-:40])(=[O:39])/[CH:34]=[CH:35]\[C:36]([O-:38])=[O:37].[CH2:28]([P+:23]([CH2:19][CH2:20][CH2:21][CH3:22])([CH2:24][CH2:25][CH2:26][CH3:27])[CH3:32])[CH2:29][CH2:30][CH3:31].[CH2:5]([P+:9]([CH3:10])([CH2:11][CH2:12][CH2:13][CH3:14])[CH2:15][CH2:16][CH2:17][CH3:18])[CH2:6][CH2:7][CH3:8] |f:0.1.2,7.8.9|. Procedure: In 10.0 g of water was dissolved 10.0 g of tri-n-butylmethylphosphonium carbonate obtained as in Example 12 (1st step) and a solution of 4.2 g of maleic acid dissolved in 5.0 g of water was gradually added to the solution, whereby carbon dioxide simultaneously generated vigorously. For more completely removing carbon dioxide, degassing was performed for 2 hours at 40° C. and 20 mmHg and after confirming carbonate ions being less than 2 ppm, water was distilled off. The residue formed was recryst... The reactants are [BH4-].[Na+] (sodium borohydride), C1(CCCC1)NC1C(C2=CC=CC=C2C1)=O (2-cyclopentylaminoindanone). Reaction conditions: time 3.5 hour. Product: C1(CCCC1)N[C@H]1[C@@H](C2=CC=CC=C2C1)O (trans-2-cyclopentylamino-1-hydroxyindane). RXN SMILES: [BH4-].[Na+].[CH:3]1([NH:8][CH:9]2[CH2:17][C:16]3[C:11](=[CH:12][CH:13]=[CH:14][CH:15]=3)[C:10]2=[O:18])[CH2:7][CH2:6][CH2:5][CH2:4]1>>[CH:3]1([NH:8][C@@H:9]2[CH2:17][C:16]3[C:11](=[CH:12][CH:13]=[CH:14][CH:15]=3)[C@H:10]2[OH:18])[CH2:4][CH2:5][CH2:6][CH2:7]1 |f:0.1|. Procedure details: 0.5 g of sodium borohydride, divided into 4 portions, is added over a period of about 1 hour while stirring to the 2-cyclopentylaminoindanone obtained in step 1 in aqueous solution of pH 3 (about 20 ml). After further stirring at room temperature for about 3-4 hours, a white precipitate separates out. After filtration with suction and drying in air, it is stirred with n-heptane. 320 mg of trans-2-cyclopentylamino-1-hydroxyindane are obtained.